This data is from the Open Reaction Database (ORD), a public repository of structured organic reaction records. The task is: describe an organic reaction: reactants, conditions, products, and yield Reactants: FC1=C(OC=2N=CC(=NC2)C(=O)N)C=CC(=C1)C=O (5-(2-fluoro-4-formylphenoxy)pyrazine-2-carboxamide), [BH4-].[Na+] (NaBH4), CC(CCN)(C)C (3,3-dimethylbutylamine), ( Å ). Solvent: CO (methanol). Conditions: time 8 hour. Yields the product CC(CCNCC1=CC(=C(OC=2N=CC(=NC2)C(=O)N)C=C1)F)(C)C (5-{4-[(3,3-Dimethylbutylamino)methyl]-2-fluorophenoxy}pyrazine-2-carboxamide). Yield: 57.0%. RXN SMILES: [F:1][C:2]1[CH:17]=[C:16]([CH:18]=O)[CH:15]=[CH:14][C:3]=1[O:4][C:5]1[N:6]=[CH:7][C:8]([C:11]([NH2:13])=[O:12])=[N:9][CH:10]=1.[CH3:20][C:21]([CH3:26])([CH3:25])[CH2:22][CH2:23][NH2:24].[BH4-].[Na+]>CO>[CH3:20][C:21]([CH3:26])([CH3:25])[CH2:22][CH2:23][NH:24][CH2:18][C:16]1[CH:15]=[CH:14][C:3]([O:4][C:5]2[N:6]=[CH:7][C:8]([C:11]([NH2:13])=[O:12])=[N:9][CH:10]=2)=[C:2]([F:1])[CH:17]=1 |f:2.3|. Reported procedure: Place 5-(2-fluoro-4-formylphenoxy)pyrazine-2-carboxamide (Example 737, Part E) (0.350 g, 1.14 mmol), 3,3-dimethylbutylamine (0.19 g, 1.41 mmol) and 3 {acute over (Å)} molecular sieves in a vial. Add methanol (9.7 mL) cap and stir overnight. Add NaBH4 (0.053 g, 1.41 mmol) and stir until the gasses stop evolving. Filter the reaction mixture, then concentrate. Purify by eluting through a 40 g ISCO® column with 6% to 30% (2.0 M NH3 in methanol) in ethyl acetate to give the title compound (0.225 g, 4... The reactants are CCOCC, O=C(O)C(=O)N1CCC(Cc2ccc(F)cc2)CC1, N#Cc1ccccc1N. Yields the product N#Cc1ccccc1NC(=O)C(=O)N1CCC(Cc2ccc(F)cc2)CC1. Reaction SMILES: [CH2:29]([O:30][CH2:31][CH3:32])[CH3:33].[F:1][c:2]1[cH:3][cH:4][c:5]([CH2:6][CH:7]2[CH2:8][CH2:9][N:10]([C:13]([C:14](=[O:15])[OH:16])=[O:17])[CH2:11][CH2:12]2)[cH:18][cH:19]1.[NH2:20][c:21]1[c:22]([C:23]#[N:24])[cH:25][cH:26][cH:27][cH:28]1>>[F:1][c:2]1[cH:3][cH:4][c:5]([CH2:6][CH:7]2[CH2:8][CH2:9][N:10]([C:13]([C:14](=[O:16])[NH:20][c:21]3[c:22]([C:23]#[N:24])[cH:25][cH:26][cH:27][cH:28]3)=[O:17])[CH2:11][CH2:12]2)[cH:18][cH:19]1.